This data is from the Open Reaction Database (ORD), a public repository of structured organic reaction records. The task is: describe an organic reaction: reactants, conditions, products, and yield The reactants are C(C)OP(=O)(OCC)CC(=O)OCC (ethyl diethylphosphonoacetate), N (ammonia). Reaction conditions: temperature 5 celsius, time 8 hour. Product: C(C)OP(=O)(OCC)CC(=O)N (diethylphosphono-acetamide). The yield is 88.0%. Reaction SMILES: [CH2:1]([O:3][P:4]([CH2:9][C:10]([O:12]CC)=O)([O:6][CH2:7][CH3:8])=[O:5])[CH3:2].[NH3:15]>>[CH2:1]([O:3][P:4]([CH2:9][C:10]([NH2:15])=[O:12])([O:6][CH2:7][CH3:8])=[O:5])[CH3:2]. Procedure details: In 400 ml of 25% aqueous ammonia is dissolved 100 g (0.446 mol) of ethyl diethylphosphonoacetate at an temperature of not higher than 10° C. The solution is allowed to stand overnight at an temperature of not higher than 15° C. and concentrated under reduced pressure. To the residue is added 25 ml of toluene and the water is azeotropically removed off under reduced pressure. To the residue is added 300 ml of toluene and 100 ml is azeotropically removed off under atmospheric pressure for complete... Reactants: C1CCCCC1, CC(C)=O, Cl, C[N+](=O)[O-], OC1(c2ccccc2)CCNCC1. Product: Cl, CC(=O)CCN1CCC(O)(c2ccccc2)CC1. Reaction SMILES: [CH2:23]1[CH2:24][CH2:25][CH2:26][CH2:27][CH2:28]1.[CH3:15][C:16]([CH3:17])=[O:18].[ClH:1].[N+:19]([O-:20])(=[O:21])[CH3:22].[OH:2][C:3]1([c:9]2[cH:10][cH:11][cH:12][cH:13][cH:14]2)[CH2:4][CH2:5][NH:6][CH2:7][CH2:8]1>>[ClH:1].[OH:2][C:3]1([c:9]2[cH:10][cH:11][cH:12][cH:13][cH:14]2)[CH2:4][CH2:5][N:6]([CH2:22][CH2:15][C:16]([CH3:17])=[O:18])[CH2:7][CH2:8]1. The reactants are N1(CCCC2=CC=CC=C12)S(=O)(=O)C=1C=C(C(=O)O)C=CC1 (3-(3,4-dihydroquinolin-1(2H)-ylsulfonyl)benzoic acid), COC1=CC2=C(N=C(S2)N)C=C1 (6-methoxybenzo[d]thiazol-2-amine). The product is N1(CCCC2=CC=CC=C12)S(=O)(=O)C=1C=C(C(=O)NC=2SC3=C(N2)C=CC(=C3)OC)C=CC1 (3-(3,4-dihydroquinolin-1(2H)-ylsulfonyl)-N-(6-methoxybenzo[d]thiazol-2-yl)benzamide). RXN SMILES: [N:1]1([S:11]([C:14]2[CH:15]=[C:16]([CH:20]=[CH:21][CH:22]=2)[C:17]([OH:19])=O)(=[O:13])=[O:12])[C:10]2[C:5](=[CH:6][CH:7]=[CH:8][CH:9]=2)[CH2:4][CH2:3][CH2:2]1.[CH3:23][O:24][C:25]1[CH:34]=[CH:33][C:28]2[N:29]=[C:30]([NH2:32])[S:31][C:27]=2[CH:26]=1>>[N:1]1([S:11]([C:14]2[CH:15]=[C:16]([CH:20]=[CH:21][CH:22]=2)[C:17]([NH:32][C:30]2[S:31][C:27]3[CH:26]=[C:25]([O:24][CH3:23])[CH:34]=[CH:33][C:28]=3[N:29]=2)=[O:19])(=[O:13])=[O:12])[C:10]2[C:5](=[CH:6][CH:7]=[CH:8][CH:9]=2)[CH2:4][CH2:3][CH2:2]1. Procedure: 3-(3,4-dihydroquinolin-1(2H)-ylsulfonyl)benzoic acid (18) (100 mg, 0.32 mmol) was treated with 6-methoxybenzo[d]thiazol-2-amine (47 mg, 0.26 mmol) using method C. The residue was purified using flash chromatography eluting with 0-30% EtOAc in hexanes. The resulting solid was triturated with dichloromethane/hexanes to give 3-(3,4-dihydroquinolin-1(2H)-ylsulfonyl)-N-(6-methoxybenzo[d]thiazol-2-yl)benzamide as an off-white solid. Yield: 32 mg (25%). 1H-NMR: 8.48 (s, 1H), 8.40-8.35 (m, 1H), 7.77-7.5... Run at time 5 hour. Yield: 19.8%. Procedure details: N-Bromosuccinimide (0.92 g, 5.2 mmol) and 2,2′-azobisisobutyronitrile (0.095 g, 0.58 mmol) were added to a solution of 6-methoxy-4-methylquinoline (1.0 g, 5.8 mmol) in anhydrous benzene (15 mL) at room temperature, and the mixture was stirred for 5 hours under reflux. Further 2,2′-azobisisobutyronitrile (0.19 g, 1.2 mmol) was added thereto, and the mixture was stirred for 17 hours under reflux. The solvent was evaporated under reduced pressure, and the resulting residue was roughly purified by s... The solvent is C1=CC=CC=C1 (benzene). Yields the product BrCC1=CC=NC2=CC=C(C=C12)OC (4-Bromomethyl-6-methoxyquinoline). Reaction SMILES: [Br:1]N1C(=O)CCC1=O.N(C(C)(C)C#N)=NC(C)(C)C#N.[CH3:21][O:22][C:23]1[CH:24]=[C:25]2[C:30](=[CH:31][CH:32]=1)[N:29]=[CH:28][CH:27]=[C:26]2[CH3:33]>C1C=CC=CC=1>[Br:1][CH2:33][C:26]1[C:25]2[C:30](=[CH:31][CH:32]=[C:23]([O:22][CH3:21])[CH:24]=2)[N:29]=[CH:28][CH:27]=1. Starting materials: N(=NC(C#N)(C)C)C(C#N)(C)C (2,2′-azobisisobutyronitrile), BrN1C(CCC1=O)=O (N-Bromosuccinimide), N(=NC(C#N)(C)C)C(C#N)(C)C (2,2′-azobisisobutyronitrile), COC=1C=C2C(=CC=NC2=CC1)C (6-methoxy-4-methylquinoline). Starting materials: CCCCCCCCC#Cc1ccc(C=O)cc1, COC(=O)CCc1ccc(CN)cc1. Yields the product CCCCCCCCC#Cc1ccc(CNCc2ccc(CCC(=O)OC)cc2)cc1. As a reaction SMILES: [C:1](#[C:2][CH2:3][CH2:4][CH2:5][CH2:6][CH2:7][CH2:8][CH2:9][CH3:10])[c:11]1[cH:12][cH:13][c:14]([CH:15]=[O:16])[cH:17][cH:18]1.[NH2:19][CH2:20][c:21]1[cH:22][cH:23][c:24]([CH2:27][CH2:28][C:29](=[O:30])[O:31][CH3:32])[cH:25][cH:26]1>>[C:1](#[C:2][CH2:3][CH2:4][CH2:5][CH2:6][CH2:7][CH2:8][CH2:9][CH3:10])[c:11]1[cH:12][cH:13][c:14]([CH2:15][NH:19][CH2:20][c:21]2[cH:22][cH:23][c:24]([CH2:27][CH2:28][C:29](=[O:30])[O:31][CH3:32])[cH:25][cH:26]2)[cH:17][cH:18]1. Reactants: FC1=CC=2C(C3=CC4=CC=CC=C4C=C3C(C2C=C1)=O)=O (2-fluorotetracene-5,12-dione), C(CCCCCCCCCCCCCCCCC)O (1-octadecanol). The product is C(CCCCCCCCCCCCCCCCC)OC1=CC=2C(C3=CC4=CC=CC=C4C=C3C(C2C=C1)=O)=O (2-n-octadecyloxytetracene-5,12-dione). RXN SMILES: F[C:2]1[CH:19]=[CH:18][C:17]2[C:16](=[O:20])[C:15]3[C:6](=[CH:7][C:8]4[C:13]([CH:14]=3)=[CH:12][CH:11]=[CH:10][CH:9]=4)[C:5](=[O:21])[C:4]=2[CH:3]=1.[CH2:22]([OH:40])[CH2:23][CH2:24][CH2:25][CH2:26][CH2:27][CH2:28][CH2:29][CH2:30][CH2:31][CH2:32][CH2:33][CH2:34][CH2:35][CH2:36][CH2:37][CH2:38][CH3:39]>>[CH2:22]([O:40][C:2]1[CH:19]=[CH:18][C:17]2[C:16](=[O:20])[C:15]3[C:6](=[CH:7][C:8]4[C:13]([CH:14]=3)=[CH:12][CH:11]=[CH:10][CH:9]=4)[C:5](=[O:21])[C:4]=2[CH:3]=1)[CH2:23][CH2:24][CH2:25][CH2:26][CH2:27][CH2:28][CH2:29][CH2:30][CH2:31][CH2:32][CH2:33][CH2:34][CH2:35][CH2:36][CH2:37][CH2:38][CH3:39]. Procedure details: The procedure is analogous to Example 1, and 2-fluorotetracene-5,12-dione is reacted with 1-octadecanol, the 2-n-octadecyloxytetracene-5,12-dione obtained is converted into the corresponding diacetate by reductive acetylation, and the latter is reacted with sulfur int eh presence of p-toluenesulfonic acid to form 2-n-octadecyloxytetracene-5,6,11,12-tetrathiotetracene. The individual reaction products have the following characteristic data: Reactants: COCCCOc1cc(C(=O)N(CC2CN(C(=O)OC(C)(C)C)CC2CO)C(C)C)ccc1OC, CCNCc1ccccc1, CN(C)c1ccncc1, ClCCl, [Na+], O=C([O-])O. Product: CCN(Cc1ccccc1)C(=O)OCC1CN(C(=O)OC(C)(C)C)CC1CN(C(=O)c1ccc(OC)c(OCCCOC)c1)C(C)C. Reaction SMILES: [C:1]([CH3:2])([CH3:3])([CH3:4])[O:5][C:6](=[O:7])[N:8]1[CH2:9][CH:10]([CH2:34][OH:35])[CH:11]([CH2:13][N:14]([C:15]([c:16]2[cH:17][c:18]([O:24][CH2:25][CH2:26][CH2:27][O:28][CH3:29])[c:19]([O:22][CH3:23])[cH:20][cH:21]2)=[O:30])[CH:31]([CH3:32])[CH3:33])[CH2:12]1.[CH2:36]([CH3:37])[NH:38][CH2:39][c:40]1[cH:41][cH:42][cH:43][cH:44][cH:45]1.[CH3:54][N:55]([c:56]1[cH:57][cH:58][n:59][cH:60][cH:61]1)[CH3:62].[Cl:51][CH2:52][Cl:53].[Na+:50].[O-:46][C:47]([OH:48])=[O:49]>>[C:1]([CH3:2])([CH3:3])([CH3:4])[O:5][C:6](=[O:7])[N:8]1[CH2:9][CH:10]([CH2:34][O:35][C:47]([N:38]([CH2:36][CH3:37])[CH2:39][c:40]2[cH:41][cH:42][cH:43][cH:44][cH:45]2)=[O:46])[CH:11]([CH2:13][N:14]([C:15]([c:16]2[cH:17][c:18]([O:24][CH2:25][CH2:26][CH2:27][O:28][CH3:29])[c:19]([O:22][CH3:23])[cH:20][cH:21]2)=[O:30])[CH:31]([CH3:32])[CH3:33])[CH2:12]1. Starting materials: F[B-](F)(F)F, CCN(C(C)C)C(C)C, N=C(N)COCCc1ccc(F)c(Cl)c1, O=C(O)c1cc(Cl)cnc1Cl, Cl, CN(C)C(On1nnc2ccccc21)=[N+](C)C. The product is N=C(COCCc1ccc(F)c(Cl)c1)NC(=O)c1cc(Cl)cnc1Cl. As a reaction SMILES: [B-:28]([F:29])([F:30])([F:31])[F:32].[CH:50]([N:51]([CH2:52][CH3:53])[CH:54]([CH3:55])[CH3:56])([CH3:57])[CH3:58].[Cl:13][c:14]1[cH:15][c:16]([CH2:21][CH2:22][O:23][CH2:24][C:25](=[NH:26])[NH2:27])[cH:17][cH:18][c:19]1[F:20].[Cl:1][c:2]1[c:3]([C:4](=[O:5])[OH:6])[cH:7][c:8]([Cl:11])[cH:9][n:10]1.[ClH:12].[n:33]1([O:34][C:35]([N:36]([CH3:37])[CH3:38])=[N+:39]([CH3:40])[CH3:41])[c:42]2[cH:43][cH:44][cH:45][cH:46][c:47]2[n:48][n:49]1>>[Cl:1][c:2]1[c:3]([C:4](=[O:6])[NH:27][C:25]([CH2:24][O:23][CH2:22][CH2:21][c:16]2[cH:15][c:14]([Cl:13])[c:19]([F:20])[cH:18][cH:17]2)=[NH:26])[cH:7][c:8]([Cl:11])[cH:9][n:10]1. Reactants: O.O.Cl.OC1=C(N=CN1)C(=O)N (5-hydroxy-1H-imidazole-4-carboxamide hydrochloric acid salt dihydrate), aqueous solution, C(C)(=O)[O-].[Na+] (sodium acetate). Run in Cl (hydrochloric acid). Run at temperature 45 celsius, time 1 hour. Product: OC1=C(N=CN1)C(=O)N (5-hydroxy-1H-imidazole-4-carboxamide). Yield: 95.8%. RXN SMILES: O.O.Cl.[OH:4][C:5]1[NH:9][CH:8]=[N:7][C:6]=1[C:10]([NH2:12])=[O:11].C([O-])(=O)C.[Na+]>Cl>[OH:4][C:5]1[NH:9][CH:8]=[N:7][C:6]=1[C:10]([NH2:12])=[O:11] |f:0.1.2.3,4.5|. Procedure: Under the nitrogen atmosphere, 10.0 g of 5-hydroxy-1H-imidazole-4-carboxamide hydrochloric acid salt dihydrate prepared according to the method of Reference Example 2 was added to 120 mL of 0.45 mol/L hydrochloric acid and dissolved therein by heating to 40 to 50° C. At 50° C., 25 mL aqueous solution containing 10.3 g of sodium acetate was added dropwise thereto. pH of the reaction mixture was 4.0. After the dropwise addition was completed, the reaction solution was cooled to room temperature an... Starting materials: [BH4-], CCOC(=O)C1CN(C)CCC1c1cccc(OC)c1, COc1cccc(C=O)c1, CCOC(=O)C1CNC(=O)CC1c1cccc(OC)c1, C[O+](C)C, CCO, F[B-](F)(F)F, [Na+]. Product: CCOC(=O)C1CNCCC1c1cccc(OC)c1. RXN SMILES: [BH4-:60].[CH3:1][O:2][c:3]1[cH:4][c:5]([CH:9]2[CH:10]([C:16](=[O:17])[O:18][CH2:19][CH3:20])[CH2:11][N:12]([CH3:15])[CH2:13][CH2:14]2)[cH:6][cH:7][cH:8]1.[CH3:21][O:22][c:23]1[cH:24][c:25]([CH:29]=[O:30])[cH:26][cH:27][cH:28]1.[CH3:31][O:32][c:33]1[cH:34][c:35]([CH:36]2[CH:37]([C:38]([O:39][CH2:40][CH3:41])=[O:42])[CH2:43][NH:44][C:45](=[O:46])[CH2:47]2)[cH:48][cH:49][cH:50]1.[CH3:56][O+:57]([CH3:58])[CH3:59].[CH3:62][CH2:63][OH:64].[F:51][B-:52]([F:53])([F:54])[F:55].[Na+:61]>>[CH3:1][O:2][c:3]1[cH:4][c:5]([CH:9]2[CH:10]([C:16](=[O:17])[O:18][CH2:19][CH3:20])[CH2:11][NH:12][CH2:13][CH2:14]2)[cH:6][cH:7][cH:8]1.